This data is from the Open Reaction Database (ORD), a public repository of structured organic reaction records. The task is: describe an organic reaction: reactants, conditions, products, and yield Procedure: The title compound was prepared by a procedure similar to that described for D4 starting from 3-hydroxy-5-(trifluoromethyl)benzonitrile and 4-fluoro-3-(trifluoromethyl)benzaldehyde. Product: C(=O)C1=CC(=C(OC=2C=C(C#N)C=C(C2)C(F)(F)F)C=C1)C(F)(F)F (3-(4-formyl-2-(trifluoromethyl)phenoxy)-5-(trifluoromethyl)benzonitrile). RXN SMILES: [OH:1][C:2]1[CH:3]=[C:4]([CH:7]=[C:8]([C:10]([F:13])([F:12])[F:11])[CH:9]=1)[C:5]#[N:6].F[C:15]1[CH:22]=[CH:21][C:18]([CH:19]=[O:20])=[CH:17][C:16]=1[C:23]([F:26])([F:25])[F:24]>>[CH:19]([C:18]1[CH:21]=[CH:22][C:15]([O:1][C:2]2[CH:3]=[C:4]([CH:7]=[C:8]([C:10]([F:11])([F:12])[F:13])[CH:9]=2)[C:5]#[N:6])=[C:16]([C:23]([F:24])([F:25])[F:26])[CH:17]=1)=[O:20]. The reactants are D4, OC=1C=C(C#N)C=C(C1)C(F)(F)F (3-hydroxy-5-(trifluoromethyl)benzonitrile), FC1=C(C=C(C=O)C=C1)C(F)(F)F (4-fluoro-3-(trifluoromethyl)benzaldehyde). The reactants are CS(=O)(=O)O[C@H]1[C@@H](CCC1)OC1=CC=C(C=C1)Br (trans-2-(4-bromophenoxy)cyclopentyl methanesulfonate), BrC1=CC=C(C=N1)O[C@H]1[C@@H](COC1)O (trans-4-[(6-bromopyridin-3-yl)oxy]tetrahydrofuran-3-ol). Yields the product CS(=O)(=O)O[C@@H]1COC[C@H]1OC=1C=NC(=CC1)Br (trans-4-[(6-bromopyridin-3-yl)oxy]tetrahydrofuran-3-yl methanesulfonate). Reaction SMILES: [CH3:1][S:2](O[C@@H]1CCC[C@H]1OC1C=CC(Br)=CC=1)(=[O:4])=[O:3].[Br:19][C:20]1[N:25]=[CH:24][C:23]([O:26][C@@H:27]2[CH2:31][O:30][CH2:29][C@H:28]2[OH:32])=[CH:22][CH:21]=1>>[CH3:1][S:2]([O:32][C@H:28]1[C@H:27]([O:26][C:23]2[CH:24]=[N:25][C:20]([Br:19])=[CH:21][CH:22]=2)[CH2:31][O:30][CH2:29]1)(=[O:4])=[O:3]. Procedure details: The title compound of Step 2 was prepared according to the general procedure for the synthesis of trans-2-(4-bromophenoxy)cyclopentyl methanesulfonate in Example 5, except that trans-4-[(6-bromopyridin-3-yl)oxy]tetrahydrofuran-3-ol was used instead of trans-2-(4-bromophenoxy)cyclopentanol. The product was obtained as a solid. Yield: 5.95 g, 17.6 mmol, 87%. 1H NMR (400 MHz, CDCl3) δ 3.07 (s, 3H), 3.94 (br dd, J=10.5, 1.8 Hz, 1H), 4.00 (m, 1H), 4.11 (dd, J=11.1, 4.1 Hz, 1H), 4.18 (dd, J=10.6, 4.5 ... The reactants are C1CN(CCC12C(=O)NCN2C3=CC=CC=C3)CCCC(=O)C4=CC=C(C=C4)F ([3H]Spiperone), CCCN1CCO[C@@H]2[C@@H]1COC3=C2C=C(C=C3)O ([3H]PD 128907), CC(C)(C)[C@]1(CCN2C[C@@H]3C=4C=CC=CC4CCC5=C3C(=CC=C5)[C@H]2C1)O ((+)-butaclamol), ( 29 ), C(C(CO)(CO)N)O.Cl (Tris-HCl), [Cl-].[Cl-].[Ca+2] (CaCl2), C1CN(CCC12C(=O)NCN2C3=CC=CC=C3)CCCC(=O)C4=CC=C(C=C4)F ([3H]spiperone), C1CN(CCC12C(=O)NCN2C3=CC=CC=C3)CCCC(=O)C4=CC=C(C=C4)F ([3H]spiperone), [Mg+2].[Cl-].[Cl-] (MgCl2), C1CN(CCC12C(=O)NCN2C3=CC=CC=C3)CCCC(=O)C4=CC=C(C=C4)F ([3H]spiperone), ( 29,31 ), [Cl-].[K+] (KCl). Run at time 90 minute. The product is NCCC1=CC(O)=C(O)C=C1 (Dopamine). RXN SMILES: C1C2(N(C3C=CC=CC=3)CNC2=[O:8])CCN(CCCC(C2C=CC(F)=CC=2)=O)C1.CCC[N:33]1[C@H:38]2CO[C:41]3[CH:46]=[CH:45][C:44]([OH:47])=[CH:43][C:42]=3[C@@H:37]2OCC1.C(O)C(N)(CO)CO.Cl.[Cl-].[K+].[Mg+2].[Cl-].[Cl-].[Cl-].[Cl-].[Ca+2].CC([C@]1(O)C[C@H]2N(C[C@H]3C4C2=CC=CC=4CCC2C=CC=CC3=2)CC1)(C)C>>[NH2:33][CH2:38][CH2:37][C:42]1[CH:41]=[CH:46][C:45]([OH:8])=[C:44]([OH:47])[CH:43]=1 |f:2.3,4.5,6.7.8,9.10.11|. Reported procedure: [3H]Spiperone binding assays. [3H]spiperone binding assays for D2-like receptors were performed as previously described in detail (29,31) and as described for [3H]PD 128907 except for the following. Assays were performed using membranes prepared from rat caudate-putamen, which predominantly express the D2 subtype of D2-like receptors, and the final membrane homogenate concentration was 1.5 mg o.w.w./ml. The assay buffer was 50 mM Tris-HCl, 5 mM KCl, 2 mM MgCl2, and 2 mM CaCl2, pH 7.4 at 23° C.; ... Starting materials: C(=O)([O-])[O-].[Na+].[Na+] (Na2CO3), C(C)(CC)[BH-](C(C)CC)C(C)CC.[Li+] (lithium tri(sec-butyl)borohydride), C(C)(C)(C)OC(=O)N[C@@]1([C@@H]2[C@H]([C@@H]2C(C1)=O)C(=O)OC(C)(C)C)C(=O)OC(C)(C)C (di-tert-butyl(1S,2S,5R,6R)-2-[(tert-butoxycarbonyl)amino]-4-oxobicyclo[3.1.0]hexane-2,6-dicarboxylate), OO (hydrogen peroxide). The solvent is O (water), O1CCCC1 (tetrahydrofuran), O1CCCC1 (tetrahydrofuran), O (water). Run at time 2 hour. Product: C(C)(C)(C)OC(=O)N[C@@]1([C@@H]2[C@H]([C@@H]2[C@H](C1)O)C(=O)OC(C)(C)C)C(=O)OC(C)(C)C (Di-tert-butyl (1S,2S,4S,5R,6R)-2-[(tert-butoxycarbonyl)amino]-4-hydroxy-bicyclo[3.1.0]hexane-2,6-dicarboxylate). Isolated yield 86.1%. Reaction SMILES: C([BH-](C(CC)C)C(CC)C)(CC)C.[Li+].[C:15]([O:19][C:20]([NH:22][C@@:23]1([C:37]([O:39][C:40]([CH3:43])([CH3:42])[CH3:41])=[O:38])[CH2:28][C:27](=[O:29])[C@@H:26]2[C@H:24]1[C@H:25]2[C:30]([O:32][C:33]([CH3:36])([CH3:35])[CH3:34])=[O:31])=[O:21])([CH3:18])([CH3:17])[CH3:16].C([O-])([O-])=O.[Na+].[Na+].OO>O1CCCC1.O>[C:15]([O:19][C:20]([NH:22][C@@:23]1([C:37]([O:39][C:40]([CH3:43])([CH3:42])[CH3:41])=[O:38])[CH2:28][C@H:27]([OH:29])[C@@H:26]2[C@H:24]1[C@H:25]2[C:30]([O:32][C:33]([CH3:35])([CH3:34])[CH3:36])=[O:31])=[O:21])([CH3:18])([CH3:16])[CH3:17] |f:0.1,3.4.5|. Reported procedure: Add 1M lithium tri(sec-butyl)borohydride in tetrahydrofuran (2.67 L, 2.67 mol) dropwise to a solution of di-tert-butyl(1S,2S,5R,6R)-2-[(tert-butoxycarbonyl)amino]-4-oxobicyclo[3.1.0]hexane-2,6-dicarboxylate (1000 g, 2.43 mol) in dry tetrahydrofuran (10 L) at 0° C. under nitrogen. After 2 hours at 0° C., 2M Na2CO3 in water (850 g, 8.02 mol) is added at 0° C. over 2 hours followed by 35% aqueous hydrogen peroxide (740 mL, 8.99 mol) in water (3.3 L). After 40 minutes, the mixture is warmed to ambie...